This data is from the Open Reaction Database (ORD), a public repository of structured organic reaction records. The task is: describe an organic reaction: reactants, conditions, products, and yield Reactants: ClC=1C=C(C=C(C1)Cl)SC1=C(NC2=CC(=CC=C12)C)CCC(=O)N (3-(3-((3,5-Dichlorophenyl)thio)-6-methyl-1H-indol-2-yl)propanamide), acid chloride, CCO (EtOH), ClC1=CC=C(C=C1)SC1=C(NC2=CC=CC(=C12)C)C(=O)O (3-((4-Chlorophenyl)thio)-4-methyl-1H-indole-2-carboxylic acid), C(C(=O)Cl)(=O)Cl (oxalyl chloride). Run in C1CCOC1 (THF). Yields the product ClC1=CC=C(C=C1)SC1=C(NC2=CC=CC(=C12)C)C(=O)OCC (Ethyl 3-((4-chlorophenyl)thio)-4-methyl-1H-indole-2-carboxylate). Yield: 62.0%. Reaction SMILES: Cl[C:2]1C=C(SC2C3C(=CC(C)=CC=3)NC=2CCC(N)=O)C=C(Cl)[CH:7]=1.[Cl:25][C:26]1[CH:31]=[CH:30][C:29]([S:32][C:33]2[C:41]3[C:36](=[CH:37][CH:38]=[CH:39][C:40]=3[CH3:42])[NH:35][C:34]=2[C:43]([OH:45])=[O:44])=[CH:28][CH:27]=1.C(Cl)(=O)C(Cl)=O.CCO>C1COCC1>[Cl:25][C:26]1[CH:27]=[CH:28][C:29]([S:32][C:33]2[C:41]3[C:36](=[CH:37][CH:38]=[CH:39][C:40]=3[CH3:42])[NH:35][C:34]=2[C:43]([O:45][CH2:2][CH3:7])=[O:44])=[CH:30][CH:31]=1. Procedure details: Following the method used to prepare 24a, the use of 1a (0.19 mmol) and oxalyl chloride in THF followed by allowing the intermediate acid chloride to react with EtOH (3 mL) provided 41 mg (62%) of product 11 as a white solid, mp 186-188° C. 1H NMR (300 MHz, DMSO-d6) δ 1.25 (t, J=7 Hz, 3H), 2.59 (s, 3H), 4.31 (q, J=7 Hz, 2H), 6.88 (d, J=7 Hz, 1H), 6.94-6.98 (m, 2H), 7.23 (t, J=8 Hz, 1H), 7.25-7.30 (m, 2H), 7.42 (d, J=8 Hz, 1H), 12.48 (s, 1H). LC-MS (CI): m/z 346.1 [(M+H)+ C18H16ClNO2S requires 34... Reactants: CC1CNCCN1, Cn1cc(C(=O)O)c(=O)c2cc(F)c(F)c(C(F)(F)F)c21, c1ccncc1. The product is CC1CN(c2c(F)cc3c(=O)c(C(=O)O)cn(C)c3c2C(F)(F)F)CCN1. As a reaction SMILES: [CH3:22][CH:23]1[NH:24][CH2:25][CH2:26][NH:27][CH2:28]1.[F:1][c:2]1[cH:3][c:4]2[c:5](=[O:21])[c:6]([C:18](=[O:19])[OH:20])[cH:7][n:8]([CH3:17])[c:9]2[c:10]([C:13]([F:14])([F:15])[F:16])[c:11]1[F:12].[cH:29]1[cH:30][cH:31][n:32][cH:33][cH:34]1>>[F:1][c:2]1[cH:3][c:4]2[c:5](=[O:21])[c:6]([C:18](=[O:19])[OH:20])[cH:7][n:8]([CH3:17])[c:9]2[c:10]([C:13]([F:14])([F:15])[F:16])[c:11]1[N:27]1[CH2:26][CH2:25][NH:24][CH:23]([CH3:22])[CH2:28]1. Starting materials: FC(S(=O)(=O)N)(F)F (trifluoromethane sulfonamide), S(=O)(Cl)Cl (thionyl chloride), FS(=O)(=O)O (fluorosulfonic acid), Cl (HCl), [OH-].[K+] (KOH). Conditions: temperature 120 celsius. Product: C(F)(F)(F)S(=O)(=O)NS(=O)(=O)F (CF3SO2NHSO2F). As a reaction SMILES: [F:1][C:2]([F:8])([F:7])[S:3]([NH2:6])(=[O:5])=[O:4].S(Cl)(Cl)=O.[F:13][S:14](O)(=[O:16])=[O:15].Cl.[OH-].[K+]>>[C:2]([S:3]([NH:6][S:14]([F:13])(=[O:16])=[O:15])(=[O:5])=[O:4])([F:8])([F:7])[F:1] |f:4.5|. Procedure: A three neck dry round bottom flask equipped with a condenser, argon line adapter, stir bar, and a thermometer is charged with trifluoromethane sulfonamide (8.00 g, 0.054 mole), thionyl chloride (10.12 g. 6.20 ml, 0.085 mole), and fluorosulfonic acid (5.40 g, 3.93 ml, 0.054 mole). The resulting mixture is heated with oil bath to temperature of 120° C. and is stirred for 20 h. The released HCl and SO2 gases are scrubbed with aqueous KOH solution. The obtained crude product is distilled at reduced...